From a dataset of the Open Reaction Database (ORD), a public repository of structured organic reaction records. describe an organic reaction: reactants, conditions, products, and yield The reactants are FC=1C=C(C=CC1F)C(C)=O (3′,4′-difluoro acetophenone), N1CCCC1 (pyrrolidine), CC1=NC(=C(C(=N1)Cl)[N+](=O)[O-])Cl (2-methyl-4,6-dichloro-5-nitropyrimidine), C(C)(C)N(C(C)C)CC (N,N-diisopropylethylamine), N1CCCCC1 (piperidine), Cl[Sn]Cl (SnCl2), FC=1C=C(C=CC1F)C(=C)N1CCCC1 ([1-(3,4-difluorophenyl)vinyl]pyrrolidine). Reagents/catalysts: Cl[Ti](Cl)(Cl)Cl (TiCl4). The solvent is CN(C)C=O (DMF), CCN(CC)CC (NEt3). Product: FC=1C=C(C=CC1F)C1CC(CC(N1)C)C1=NC=C2C(N1)=CC=N2 (6-(3,4-difluorophenyl)-2-methyl-4-piperidylpyrrolo[3,2-d]pyrimidine). Isolated yield 18.0%. RXN SMILES: FC1C=[C:4]([C:9]([N:11]2CCCC2)=[CH2:10])C=CC=1F.[F:16][C:17]1[CH:18]=[C:19]([C:24](=O)[CH3:25])[CH:20]=[CH:21][C:22]=1[F:23].N1CC[CH2:29][CH2:28]1.[CH3:32][C:33]1[N:38]=[C:37](Cl)[C:36]([N+:40]([O-])=O)=[C:35](Cl)[N:34]=1.C(N(CC)C(C)C)(C)C.N1CCCCC1.Cl[Sn]Cl>CN(C=O)C.Cl[Ti](Cl)(Cl)Cl.CCN(CC)CC>[F:16][C:17]1[CH:18]=[C:19]([CH:24]2[NH:11][CH:9]([CH3:10])[CH2:4][CH:32]([C:33]3[NH:38][C:37]4=[CH:28][CH:29]=[N:40][C:36]4=[CH:35][N:34]=3)[CH2:25]2)[CH:20]=[CH:21][C:22]=1[F:23]. Procedure details: Using the method described in Example 30 by employing [1-(3,4-difluorophenyl)vinyl]pyrrolidine (freshly prepared before use from 3′,4′-difluoro acetophenone (Aldrich Chemical Company), pyrrolidine and TiCl4 (1.38 g, 6.60 mmol), 2-methyl-4,6-dichloro-5-nitropyrimidine (Example 76(b)) (1.40 g, 6.60 mmol), N,N-diisopropylethylamine (1.1 mL, 6.60 mmol), piperidine (1.0 mL, 10.6 mmol), NEt3 (1.1 mL) and SnCl2 (20 mL of a 2 M soln in DMF). The residue was purified by flash chromatography on silica gel... The reactants are ozonide, OO (H2O2), [OH-].[Na+] (sodium hydroxide), C=CCCC(CCCCCC)O (1-undecen-5-ol), O=O (oxygen), O=[O+][O-] (ozone). The solvent is CO (methanol). Yields the product C1(CCC(CCCCCC)O1)=O (4-decanolide). The yield is 65.0%. As a reaction SMILES: C=[CH:2][CH2:3][CH2:4][CH:5]([OH:12])[CH2:6][CH2:7][CH2:8][CH2:9][CH2:10][CH3:11].[O:13]=[O+][O-].O=O.OO.[OH-].[Na+]>CO>[C:2]1(=[O:13])[O:12][CH:5]([CH2:6][CH2:7][CH2:8][CH2:9][CH2:10][CH3:11])[CH2:4][CH2:3]1 |f:4.5|. Procedure details: 1-undecen-5-ol (8.5 g., 0.005 mol) dissolved in methanol (100 mL) was ozonized while being cooled in a dry ice-isopropanol bath. Upon completion of ozonolysis, excess ozone was expelled with a stream of oxygen, the ozonide was then treated with 50% H2O2 (10 ml) and 10% sodium hydroxide (40 ml) at room temperature for 20 hour. Acidification and extraction with methylene chloride yielded a product which was distilled to give 4-decanolide (5.5 g., 65% yield; b.p. 140°-145°/10 torr). The reactants are O1CCOC12CCN(CC2)C2=CC=C(C=C2)/C=C/C(=O)O ((E)-3-[4-(1,4-Dioxa-8-aza-spiro[4.5]dec-8-yl)-phenyl]-acrylic acid), NC[C@H](O)C=1C=CC(=C(C1)NS(=O)(=O)C)O (N-[5-((1R)-2-Amino-1-hydroxy-ethyl)-2-hydroxy-phenyl]-methane-sulfonamide), acid. The reagents and catalysts are [Pd] (Pd/C). The solvent is CO (methanol). Conditions: time 24 hour. The product is O[C@@H](CNC1CCN(CC1)C1=CC=C(C=C1)CCC(=O)O)C1=CC(=C(C=C1)O)NS(=O)(=O)C (3-(4-{4-[(R)-2-Hydroxy-2-(4-hydroxy-3-methanesulfonylamino-phenyl)-ethylamino]-piperidin-1-yl}-phenyl)-propionic acid). Isolated yield 94.2%. RXN SMILES: O1[C:5]2([CH2:10][CH2:9][N:8]([C:11]3[CH:16]=[CH:15][C:14](/[CH:17]=[CH:18]/[C:19]([OH:21])=[O:20])=[CH:13][CH:12]=3)[CH2:7][CH2:6]2)OCC1.[NH2:22][CH2:23][C@@H:24]([C:26]1[CH:27]=[CH:28][C:29]([OH:37])=[C:30]([NH:32][S:33]([CH3:36])(=[O:35])=[O:34])[CH:31]=1)[OH:25]>CO.[Pd]>[OH:25][C@H:24]([C:26]1[CH:27]=[CH:28][C:29]([OH:37])=[C:30]([NH:32][S:33]([CH3:36])(=[O:35])=[O:34])[CH:31]=1)[CH2:23][NH:22][CH:5]1[CH2:6][CH2:7][N:8]([C:11]2[CH:12]=[CH:13][C:14]([CH2:17][CH2:18][C:19]([OH:21])=[O:20])=[CH:15][CH:16]=2)[CH2:9][CH2:10]1. Procedure: A solution of (E)-3-[4-(4-oxo-piperidin-1-yl)-phenyl]-acrylic acid (which was obtained in Example 170) (0.10 g, 0.40 mmol) and N-[5-((1R)-2-Amino-1-hydroxy-ethyl)-2-hydroxy-phenyl]-methane-sulfonamide (which was obtained in Example 10) (0.12 g, 0.48 mmol) in methanol (15 mL) was treated with avetic acid (0.03 g, 0.5 mmol), and 0.05 g of 10% Pd/C. The mixture was hydrogenated at 25 psi for 24 h, and then filtered through Celite and evaporated. The residue was triturated with ether to give 0.18 g ... Reactants: ice water, C1(CCC1)C(CO)(CO)CO (2-cyclobutyl-2-hydroxymethylpropane-1,3-diol), N1=CC=CC=C1 (pyridine), CS(=O)(=O)Cl (methanesulphonyl chloride). The solvent is C(Cl)(Cl)Cl (chloroform). Conditions: time 8 hour. Yields the product CS(=O)(=O)O.CS(=O)(=O)O.CS(=O)(=O)O.C1(CCC1)C(CO)(CO)CO (2-cyclobutyl-2-hydroxymethyl-propane-1,3-diol trimethanesulphonate). Reaction SMILES: [CH:1]1([C:5]([CH2:10][OH:11])([CH2:8][OH:9])[CH2:6][OH:7])[CH2:4][CH2:3][CH2:2]1.N1C=CC=CC=1.[CH3:18][S:19](Cl)(=[O:21])=[O:20]>C(Cl)(Cl)Cl>[CH3:18][S:19]([OH:21])(=[O:7])=[O:20].[CH3:18][S:19]([OH:21])(=[O:7])=[O:20].[CH3:18][S:19]([OH:21])(=[O:7])=[O:20].[CH:1]1([C:5]([CH2:6][OH:7])([CH2:8][OH:9])[CH2:10][OH:11])[CH2:2][CH2:3][CH2:4]1 |f:4.5.6.7|. Procedure details: To a stirred solution of 2-cyclobutyl-2-hydroxymethylpropane-1,3-diol (10 g, 62.5 mmol) and pyridine (21 ml, 0.25 mol) in dry chloroform (200 ml) at 0° C. under nitrogen atmosphere was added methanesulphonyl chloride (25 g, 18 ml, 0.22 mmol). The solution was stirred overnight, poured into ice/water and extracted with chloroform. The extracts were dried over anhydrous magnesium sulphate. Evaporation afforded 2-cyclobutyl-2-hydroxymethyl-propane-1,3-diol trimethanesulphonate which was not purifie... Reactants: Intermediate 5, BrC1=NN=C(S1)C1=NN=NN1 (5-(5-bromo-1,3,4-thiadiazol-2-yl)-1H-tetrazole), BrCC(=O)OC(C)(C)C (tert-butyl bromoacetate). The product is C(C)(C)(C)OC(CN1N=C(N=N1)C=1SC(=NN1)Br)=O (tert-Butyl[5-(5-bromo-1,3,4-thiadiazol-2-yl)-2H-tetrazol-2-yl]acetate). RXN SMILES: [Br:1][C:2]1[S:6][C:5]([C:7]2[NH:11][N:10]=[N:9][N:8]=2)=[N:4][N:3]=1.Br[CH2:13][C:14]([O:16][C:17]([CH3:20])([CH3:19])[CH3:18])=[O:15]>>[C:17]([O:16][C:14](=[O:15])[CH2:13][N:10]1[N:9]=[N:8][C:7]([C:5]2[S:6][C:2]([Br:1])=[N:3][N:4]=2)=[N:11]1)([CH3:20])([CH3:19])[CH3:18]. Procedure: The title compound was prepared in a similar manner as described for Intermediate 5 from 5-(5-bromo-1,3,4-thiadiazol-2-yl)-1H-tetrazole and tert-butyl bromoacetate. The isolated title compound was contaminated with ˜20% of tert-butyl[5-(5-bromo-1,3,4-thiadiazol-2-yl)-1H-tetrazol-1-yl]acetate. 1HNMR (CDCl3 300 MHz): δ 5.43 (s, 2H), 1.47 (s, 9H). The reactants are O=C1CCC(=O)N1Br, CCCCCCCCCCCCS(=O)(=O)N1CCCSC1=C[N+](=O)[O-]. Product: CCCCCCCCCCCCS(=O)(=O)N1CCCSC1=C(Br)[N+](=O)[O-]. RXN SMILES: [Br:26][N:27]1[C:28](=[O:29])[CH2:30][CH2:31][C:32]1=[O:33].[CH2:1]([CH2:2][CH2:3][CH2:4][CH2:5][CH2:6][CH2:7][CH2:8][CH2:9][CH2:10][CH2:11][CH3:12])[S:13](=[O:14])(=[O:15])[N:16]1[C:17](=[CH:22][N+:23](=[O:24])[O-:25])[S:18][CH2:19][CH2:20][CH2:21]1>>[CH2:1]([CH2:2][CH2:3][CH2:4][CH2:5][CH2:6][CH2:7][CH2:8][CH2:9][CH2:10][CH2:11][CH3:12])[S:13](=[O:14])(=[O:15])[N:16]1[C:17](=[C:22]([N+:23](=[O:24])[O-:25])[Br:26])[S:18][CH2:19][CH2:20][CH2:21]1. The reactants are FC1=CC(=C(C=C1)C(CS(=O)C)=O)NC (1-(4-fluoro-2-methylaminophenyl)-2-methylsulphinylethanone), S(=O)(O)[O-].[Na+] (sodium hydrogen sulphite). Run in O (water). Conditions: time 72 hour. Product: FC1=CC(=C(C=C1)C(CSC)=O)NC (1-(4-fluoro-2-methylaminophenyl)-2-(methylthio)ethanone). Reaction SMILES: [F:1][C:2]1[CH:7]=[CH:6][C:5]([C:8](=[O:13])[CH2:9][S:10]([CH3:12])=O)=[C:4]([NH:14][CH3:15])[CH:3]=1.S([O-])(O)=O.[Na+]>O>[F:1][C:2]1[CH:7]=[CH:6][C:5]([C:8](=[O:13])[CH2:9][S:10][CH3:12])=[C:4]([NH:14][CH3:15])[CH:3]=1 |f:1.2|. Procedure details: A mixture of 1-(4-fluoro-2-methylaminophenyl)-2-methylsulphinylethanone (100 g), prepared in a similar manner to that described in Example 1, sodium hydrogen sulphite (1 kg) and water (2.5 1) was stirred under nitrogen and heated at 90°-105° for 3 hours. The mixture was allowed to cool and then stood at ambient temperature for 72 hours. The mixture was extracted with dichloromethane (3×250 ml) and the combined extracts evaporated to give a solid product. Crystallisation from hexane gave 1-(4-flu... The reactants are C1(=CC=CC=C1)CCC(=O)O (3-phenylpropionic acid), S(=O)(Cl)Cl (thionyl chloride), [Cl-].[Ca+2].[Cl-] (calcium chloride). Yields the product C1(=CC=CC=C1)CCC(=O)Cl (3-phenylpropionyl chloride). As a reaction SMILES: [C:1]1([CH2:7][CH2:8][C:9]([OH:11])=O)[CH:6]=[CH:5][CH:4]=[CH:3][CH:2]=1.S(Cl)([Cl:14])=O.[Cl-].[Ca+2].[Cl-]>>[C:1]1([CH2:7][CH2:8][C:9]([Cl:14])=[O:11])[CH:6]=[CH:5][CH:4]=[CH:3][CH:2]=1 |f:2.3.4|. Procedure: To a 100 ml eggplant-shaped flask were added 20.0 g (133.2 mmol) 3-phenylpropionic acid and 24.5 g (205.9 mmol) thionyl chloride, a reflux condenser pipe carrying a calcium chloride drying pipe and a sodium hydroxide acidic gas absorption device was mounted, the mixture was refluxed for 1 hour under magnetic agitation, distilled under reduced pressure to remove excessive thionyl chloride to give crude 3-phenylpropionyl chloride as a pale yellow oil, which was directly used in the reaction of fol... The reactants are CCOC(=O)C=CC(C)Br, O=C([O-])[O-], CCC(C)=O, Oc1ccc(Oc2ccc(C(F)(F)F)cn2)cc1, [K+], [K+], O. Reaction SMILES: [Br:25][CH:26]([CH:27]=[CH:28][C:29](=[O:30])[O:31][CH2:32][CH3:33])[CH3:34].[C:19](=[O:20])([O-:21])[O-:22].[CH2:36]([C:37]([CH3:38])=[O:39])[CH3:40].[F:1][C:2]([c:3]1[cH:4][cH:5][c:6]([O:9][c:10]2[cH:11][cH:12][c:13]([OH:16])[cH:14][cH:15]2)[n:7][cH:8]1)([F:17])[F:18].[K+:23].[K+:24].[OH2:35]>>[F:1][C:2]([c:3]1[cH:4][cH:5][c:6]([O:9][c:10]2[cH:11][cH:12][c:13]([O:16][CH:26]([CH:27]=[CH:28][C:29](=[O:30])[O:31][CH2:32][CH3:33])[CH3:34])[cH:14][cH:15]2)[n:7][cH:8]1)([F:17])[F:18]. Product: CCOC(=O)C=CC(C)Oc1ccc(Oc2ccc(C(F)(F)F)cn2)cc1. Reactants: C1(CCCC1)C[C@@H](C(=O)O)N1C(C=C(C1)OC)=O ((S)-3-cyclopentyl-2-(4-methoxy-2-oxo-2,5-dihydro-pyrrol-1-yl)-propionic acid), C(C(=O)Cl)(=O)Cl (oxalyl chloride), NC1=NN(C=C1)CC(C)(O)C (1-(3-amino-pyrazol-1-yl)-2-methyl-propan-2-ol), C(C)(C)N(C(C)C)CC (N,N-diisopropylethylamine). Reagents/catalysts: CN(C=O)C (N,N-dimethylformamide). The solvent is C1=CC=CC=C1 (benzene), ClCCl (dichloromethane). Run at temperature 25 celsius, time 3 hour. The product is C1(CCCC1)C[C@@H](C(=O)NC1=NN(C=C1)CC(C)(C)O)N1C(C=C(C1)OC)=O ((S)-3-cyclopentyl-N-[1-(2-hydroxy-2-methyl-propyl)-1H-pyrazol-3-yl]-2-(4-methoxy-2-oxo-2,5-dihydro-pyrrol-1-yl)-propionamide). Yield: 54.9%. As a reaction SMILES: [CH:1]1([CH2:6][C@H:7]([N:11]2[CH2:15][C:14]([O:16][CH3:17])=[CH:13][C:12]2=[O:18])[C:8]([OH:10])=O)[CH2:5][CH2:4][CH2:3][CH2:2]1.C(Cl)(=O)C(Cl)=O.[NH2:25][C:26]1[CH:30]=[CH:29][N:28]([CH2:31][C:32]([CH3:35])([OH:34])[CH3:33])[N:27]=1.C(N(CC)C(C)C)(C)C>C1C=CC=CC=1.CN(C)C=O.ClCCl>[CH:1]1([CH2:6][C@H:7]([N:11]2[CH2:15][C:14]([O:16][CH3:17])=[CH:13][C:12]2=[O:18])[C:8]([NH:25][C:26]2[CH:30]=[CH:29][N:28]([CH2:31][C:32]([OH:34])([CH3:33])[CH3:35])[N:27]=2)=[O:10])[CH2:2][CH2:3][CH2:4][CH2:5]1. Procedure: A solution of (S)-3-cyclopentyl-2-(4-methoxy-2-oxo-2,5-dihydro-pyrrol-1-yl)-propionic acid (643 mg, 2.53 mmol) in benzene (8 mL) was treated with oxalyl chloride (342 mg, 2.7 mmol), and N,N-dimethylformamide (1 drop). Effervescence was observed. The reaction mixture was stirred for 3 h at 25° C., under nitrogen. The reaction mixture was concentrated, and dissolved in dichloromethane (8 mL) and treated with 1-(3-amino-pyrazol-1-yl)-2-methyl-propan-2-ol (prepared in U.S. Pat. Appl. US2008021032 Ex...